Dataset: the Open Reaction Database (ORD), a public repository of structured organic reaction records. Task: describe an organic reaction: reactants, conditions, products, and yield Reactants: C(C)N1C=C(C(C2=CC(=C(C(=C12)F)N1CC(CC1)N)F)=O)C(=O)O (1-ethyl-6,8-difluoro-1,4-dihydro-4-oxo-7-(3-amino-1-pyrrolidinyl)-3-quinolinecarboxylic acid), C(C)(=O)NC1=CC=C(C=C1)S(=O)(=O)Cl (4-acetamidobenzenesulfonyl chloride), C (charcoal). Run in N1=CC=CC=C1 (pyridine), C1=CC=CC=C1 (benzene), CN(C=O)C (dimethylformamide). Reaction conditions: time 1 hour. Yields the product C(C)N1C=C(C(C2=CC(=C(C(=C12)F)N1CC(CC1)NS(=O)(=O)C1=CC=C(C=C1)NC(C)=O)F)=O)C(=O)O (1-Ethyl-6,8-difluoro-1,4-dihydro-4-oxo-7-[3-(4-acetamidobenzenesulfonamido)-1-pyrrolidinyl]-3-quinolinecarboxylic acid). Isolated yield 32.7%. RXN SMILES: [CH2:1]([N:3]1[C:12]2[C:7](=[CH:8][C:9]([F:20])=[C:10]([N:14]3[CH2:18][CH2:17][CH:16]([NH2:19])[CH2:15]3)[C:11]=2[F:13])[C:6](=[O:21])[C:5]([C:22]([OH:24])=[O:23])=[CH:4]1)[CH3:2].[C:25]([NH:28][C:29]1[CH:34]=[CH:33][C:32]([S:35](Cl)(=[O:37])=[O:36])=[CH:31][CH:30]=1)(=[O:27])[CH3:26].C>N1C=CC=CC=1.C1C=CC=CC=1.CN(C)C=O>[CH2:1]([N:3]1[C:12]2[C:7](=[CH:8][C:9]([F:20])=[C:10]([N:14]3[CH2:18][CH2:17][CH:16]([NH:19][S:35]([C:32]4[CH:31]=[CH:30][C:29]([NH:28][C:25](=[O:27])[CH3:26])=[CH:34][CH:33]=4)(=[O:37])=[O:36])[CH2:15]3)[C:11]=2[F:13])[C:6](=[O:21])[C:5]([C:22]([OH:24])=[O:23])=[CH:4]1)[CH3:2]. Procedure: 2.80 g of 1-ethyl-6,8-difluoro-1,4-dihydro-4-oxo-7-(3-amino-1-pyrrolidinyl)-3-quinolinecarboxylic acid (see REFERENCE SYNTHESIS EXAMPLE hereinafter) is suspended in 100 ml of pyridine. To this is slowly added 3.88 g of 4-acetamidobenzenesulfonyl chloride in 20 ml of benzene. The mixture is stirred for 1 hour under ice-cooling and then overnight at room temperature. After evaporating off the solvent from the reaction mixture, the residue is added water and then adjusted to pH 12 with 2N sodium hy... Starting materials: O.NN (hydrazine hydrate), COC([C@H](NC([C@@H](NC(=O)OCC1=CC=CC=C1)CC1=CC=C(C=C1)OCC1=CC=CC=C1)=O)C)=O ((N-benzyloxycarbonyl-O-benzyl-L-tyrosyl)-D-alanine methyl ester). Solvent: C(C)O (ethanol), O1CCCC1 (tetrahydrofuran). Product: N([C@@H](CC1=CC=C(C=C1)OC(=O)C1=CC=CC=C1)C(=O)N[C@H](C)C(=O)NN)C(=O)OCC1=CC=CC=C1 (ZTyr(Bz)D-AlaNHNH2). Reaction SMILES: [OH2:1].[NH2:2][NH2:3].CO[C:6](=[O:39])[C@@H:7]([CH3:38])[NH:8][C:9](=[O:37])[C@H:10]([CH2:22][C:23]1[CH:28]=[CH:27][C:26]([O:29][CH2:30][C:31]2[CH:36]=[CH:35][CH:34]=[CH:33][CH:32]=2)=[CH:25][CH:24]=1)[NH:11][C:12]([O:14][CH2:15][C:16]1[CH:21]=[CH:20][CH:19]=[CH:18][CH:17]=1)=[O:13]>C(O)C.O1CCCC1>[NH:11]([C:12]([O:14][CH2:15][C:16]1[CH:17]=[CH:18][CH:19]=[CH:20][CH:21]=1)=[O:13])[C@H:10]([C:9]([NH:8][C@@H:7]([C:6]([NH:2][NH2:3])=[O:39])[CH3:38])=[O:37])[CH2:22][C:23]1[CH:24]=[CH:25][C:26]([O:29][C:30]([C:31]2[CH:32]=[CH:33][CH:34]=[CH:35][CH:36]=2)=[O:1])=[CH:27][CH:28]=1 |f:0.1|. Procedure: A solution of hydrazine hydrate (5.05 ml.) in ethanol (45 ml.) was added to a solution of (N-benzyloxycarbonyl-O-benzyl-L-tyrosyl)-D-alanine methyl ester (15.18 g.) in tetrahydrofuran (135 ml.). The resulting solution was stirred at room temperature and seeded. (N-Benzyloxycarbonyl-O-benzyl-L-tyrosyl)-D-alanyl hydrazide (13.2 g.; m.r. 216°-218° C.; [α]D25 -21.4°, c=2, dimethylformamide) separated from the solution as a crystalline solid. Starting materials: N#Cc1cc(C(=O)O)c2ccccc2c1, O=C(Cl)C(=O)Cl, ClCCl, CN(C)C=O. Product: N#Cc1cc(C(=O)Cl)c2ccccc2c1. Reaction SMILES: [C:1](#[N:2])[c:3]1[cH:4][c:5]([C:13](=[O:14])[OH:15])[c:6]2[cH:7][cH:8][cH:9][cH:10][c:11]2[cH:12]1.[Cl:16][C:17]([C:18]([Cl:19])=[O:20])=[O:21].[Cl:27][CH2:28][Cl:29].[O:22]=[CH:23][N:24]([CH3:25])[CH3:26]>>[C:1](#[N:2])[c:3]1[cH:4][c:5]([C:13](=[O:15])[Cl:16])[c:6]2[cH:7][cH:8][cH:9][cH:10][c:11]2[cH:12]1. Product: [Si](C)(C)(C(C)(C)C)OC/C=C/C1=CC=2N=CN=C(C2N1CC)OC1=CC=CC=C1 (6-((1E)-3-{[tert-butyl(dimethyl)silyl]oxy}-1-propenyl)-5-ethyl-4-phenoxy-5H-pyrrolo[3,2-d]pyrimidine). Conditions: time 20 minute. Reported procedure: 6-((1E)-3-{[tert-Butyl(dimethyl)silyl]oxy}-1-propenyl)-4-phenoxy-5H-pyrrolo[3,2-d]pyrimidine (100 mg) was dissolved in N,N-dimethylformamide (0.786 mL), cesium carbonate (102.6 mg) was added, and the mixture was stirred at room temperature for 20 min. Iodoethane (0.0231 mL) was added and the mixture was stirred at room temperature for 2 hrs and at 40° C. for 4 hrs. After cooling to room temperature, the reaction mixture was diluted with ethyl acetate (50 mL) and washed successively with water (3... Reaction SMILES: [Si:1]([O:8][CH2:9]/[CH:10]=[CH:11]/[C:12]1[NH:20][C:19]2[C:18]([O:21][C:22]3[CH:27]=[CH:26][CH:25]=[CH:24][CH:23]=3)=[N:17][CH:16]=[N:15][C:14]=2[CH:13]=1)([C:4]([CH3:7])([CH3:6])[CH3:5])([CH3:3])[CH3:2].C(=O)([O-])[O-].[Cs+].[Cs+].I[CH2:35][CH3:36]>CN(C)C=O.C(OCC)(=O)C>[Si:1]([O:8][CH2:9]/[CH:10]=[CH:11]/[C:12]1[N:20]([CH2:35][CH3:36])[C:19]2[C:18]([O:21][C:22]3[CH:27]=[CH:26][CH:25]=[CH:24][CH:23]=3)=[N:17][CH:16]=[N:15][C:14]=2[CH:13]=1)([C:4]([CH3:7])([CH3:5])[CH3:6])([CH3:3])[CH3:2] |f:1.2.3|. Reactants: C([O-])([O-])=O.[Cs+].[Cs+] (cesium carbonate), [Si](C)(C)(C(C)(C)C)OC/C=C/C1=CC=2N=CN=C(C2N1)OC1=CC=CC=C1 (6-((1E)-3-{[tert-Butyl(dimethyl)silyl]oxy}-1-propenyl)-4-phenoxy-5H-pyrrolo[3,2-d]pyrimidine), ICC (Iodoethane). Run in C(C)(=O)OCC (ethyl acetate), CN(C=O)C (N,N-dimethylformamide). The reactants are C=CCBr, CN(C)C=O, [Na], O=Cc1ccc(OCc2ccccc2)cc1O. Product: C=CCOc1cc(OCc2ccccc2)ccc1C=O. RXN SMILES: [CH2:19]([CH:20]=[CH2:21])[Br:22].[CH3:23][N:24]([CH3:25])[CH:26]=[O:27].[Na:18].[OH:1][c:2]1[c:3]([CH:4]=[O:5])[cH:6][cH:7][c:8]([O:10][CH2:11][c:12]2[cH:13][cH:14][cH:15][cH:16][cH:17]2)[cH:9]1>>[O:1]([c:2]1[c:3]([CH:4]=[O:5])[cH:6][cH:7][c:8]([O:10][CH2:11][c:12]2[cH:13][cH:14][cH:15][cH:16][cH:17]2)[cH:9]1)[CH2:21][CH:20]=[CH2:19].